Task: describe an organic reaction: reactants, conditions, products, and yield. Dataset: the Open Reaction Database (ORD), a public repository of structured organic reaction records Reactants: O=C(NCCC1CC1)c1ccc(N2CCNCC2)nn1, O=C(O)C=CC(F)(F)F. Product: O=C(NCCC1CC1)c1ccc(N2CCN(C(=O)C=CC(F)(F)F)CC2)nn1. As a reaction SMILES: [CH:10]1([CH2:13][CH2:14][NH:15][C:16](=[O:17])[c:18]2[n:19][n:20][c:21]([N:24]3[CH2:25][CH2:26][NH:27][CH2:28][CH2:29]3)[cH:22][cH:23]2)[CH2:11][CH2:12]1.[F:1][C:2]([CH:3]=[CH:4][C:5](=[O:6])[OH:7])([F:8])[F:9]>>[F:1][C:2]([CH:3]=[CH:4][C:5](=[O:6])[N:27]1[CH2:26][CH2:25][N:24]([c:21]2[n:20][n:19][c:18]([C:16]([NH:15][CH2:14][CH2:13][CH:10]3[CH2:11][CH2:12]3)=[O:17])[cH:23][cH:22]2)[CH2:29][CH2:28]1)([F:8])[F:9]. The reactants are BrC1=CC=CC(=N1)C(C)=O (1-(6-bromo-pyridin-2-yl)-ethanone), C(CC#C)N1N=C2C(=N1)C=CC=C2 (2-but-3-ynyl-2H-benzo[d][1,2,3]triazole). Product: N=1N(N=C2C1C=CC=C2)CCC#CC2=CC=CC(=N2)C(C)=O (1-[6-(4-benzotriazol-2-yl-but-1-ynyl)-pyridin-2-yl]-ethanone). The yield is 51.1%. As a reaction SMILES: Br[C:2]1[N:7]=[C:6]([C:8](=[O:10])[CH3:9])[CH:5]=[CH:4][CH:3]=1.[CH2:11]([N:15]1[N:19]=[C:18]2[CH:20]=[CH:21][CH:22]=[CH:23][C:17]2=[N:16]1)[CH2:12][C:13]#[CH:14]>>[N:16]1[N:15]([CH2:11][CH2:12][C:13]#[C:14][C:2]2[N:7]=[C:6]([C:8](=[O:10])[CH3:9])[CH:5]=[CH:4][CH:3]=2)[N:19]=[C:18]2[CH:20]=[CH:21][CH:22]=[CH:23][C:17]=12. Procedure: The title compound was prepared in accordance with the general method of Example 1, from 1-(6-bromo-pyridin-2-yl)-ethanone (500 mg, 2.66 mmol) and 2-but-3-ynyl-2H-benzo[d][1,2,3]triazole (455 mg, 2.66 mmol, Example 109(D)). Reaction time: 3 hours. The crude residue was purified by flash chromatography (cyclohexane/AcOEt 4:1) to yield 380 mg (1.36 mmol, 51%) of 1-[6-(4-benzotriazol-2-yl-but-1-ynyl)-pyridin-2-yl]-ethanone as a white solid. The product is C(C1=CC=CC=C1)OC(=O)N1CC(CCC1)C(NC1=NC=NC(=C1)C1=C(C=CC=C1OC)F)=O (3-[6-(2-fluoro-6-methoxy-phenyl)-pyrimidin-4-ylcarbamoyl]-piperidine-1-carboxylic acid benzyl ester). The reactants are FC1=C(C(=CC=C1)OC)B(O)O (2-fluoro-6-methoxyphenyl boronic acid), C(C1=CC=CC=C1)OC(=O)N1CC(CCC1)C(NC1=NC=NC(=C1)Cl)=O (3-(6-chloro-pyrimidin-4-ylcarbamoyl)-piperidine-1-carboxylic acid benzyl ester), C([O-])([O-])=O.[Na+].[Na+] (sodium carbonate), C1=CC=C(C=C1)P(C2=CC=CC=C2)C3=CC=CC=C3 (PPh3). RXN SMILES: [F:1][C:2]1[CH:7]=[CH:6][CH:5]=[C:4]([O:8][CH3:9])[C:3]=1B(O)O.[CH2:13]([O:20][C:21]([N:23]1[CH2:28][CH2:27][CH2:26][CH:25]([C:29](=[O:38])[NH:30][C:31]2[CH:36]=[C:35](Cl)[N:34]=[CH:33][N:32]=2)[CH2:24]1)=[O:22])[C:14]1[CH:19]=[CH:18][CH:17]=[CH:16][CH:15]=1.C1C=CC(P(C2C=CC=CC=2)C2C=CC=CC=2)=CC=1.C(=O)([O-])[O-].[Na+].[Na+]>C1COCC1.O.C([O-])(=O)C.[Pd+2].C([O-])(=O)C>[CH2:13]([O:20][C:21]([N:23]1[CH2:28][CH2:27][CH2:26][CH:25]([C:29](=[O:38])[NH:30][C:31]2[CH:36]=[C:35]([C:3]3[C:4]([O:8][CH3:9])=[CH:5][CH:6]=[CH:7][C:2]=3[F:1])[N:34]=[CH:33][N:32]=2)[CH2:24]1)=[O:22])[C:14]1[CH:15]=[CH:16][CH:17]=[CH:18][CH:19]=1 |f:3.4.5,8.9.10|. The reagents and catalysts are C(C)(=O)[O-].[Pd+2].C(C)(=O)[O-] (palladium acetate). The yield is 71.8%. Run in C1CCOC1 (THF), O (water). Reported procedure: To a solution of 2-fluoro-6-methoxyphenyl boronic acid (0.20 g, 1.1 mmol) in a mixture of THF and water (6 ml, 1:1), 3-(6-chloro-pyrimidin-4-ylcarbamoyl)-piperidine-1-carboxylic acid benzyl ester (0.35 g, 0.93 mmol) was added at 0° C. followed by palladium acetate (12 mg, 54 μmol), PPh3 (31 mg, 0.12 mmol) and saturated solution of sodium carbonate (2 ml). The reaction mixture was stirred at room temperature for 30 h and then filtered through a celite bed which was washed with ethyl acetate. The ... Reaction conditions: time 30 hour. The reactants are C(#N)C=1C=NC2=CC(=C(C=C2C1NC1=CC=C(C=2C=COC21)I)OC)OC (3-cyano-6,7-dimethoxy-4-(4-iodobenzofuran-7-ylamino)quinoline), CN(C=O)C (N,N-dimethylformamide). Reaction conditions: temperature 115 celsius. The product is C(#N)C=1C=NC2=CC(=C(C=C2C1NC1=CC=C(C=2C=COC21)C=CC(=O)OC)OC)OC (3-Cyano-6,7-dimethoxy-4-[4-(2-methoxycarbonylvinyl)benzofuran-7-ylamino]quinoline). As a reaction SMILES: [C:1]([C:3]1[CH:4]=[N:5][C:6]2[C:11]([C:12]=1[NH:13][C:14]1[C:22]3[O:21][CH:20]=[CH:19][C:18]=3[C:17](I)=[CH:16][CH:15]=1)=[CH:10][C:9]([O:24][CH3:25])=[C:8]([O:26][CH3:27])[CH:7]=2)#[N:2].CN(C)[CH:30]=[O:31]>>[C:1]([C:3]1[CH:4]=[N:5][C:6]2[C:11]([C:12]=1[NH:13][C:14]1[C:22]3[O:21][CH:20]=[CH:19][C:18]=3[C:17]([CH:18]=[CH:19][C:20]([O:31][CH3:30])=[O:21])=[CH:16][CH:15]=1)=[CH:10][C:9]([O:24][CH3:25])=[C:8]([O:26][CH3:27])[CH:7]=2)#[N:2]. Reported procedure: The 3-cyano-6,7-dimethoxy-4-(4-iodobenzofuran-7-ylamino)quinoline (0.275 g) was suspended in N,N-dimethylformamide (15 ml) in a nitrogen-flushed vessel, then palladium (II) acetate (16 mg) was added, followed by methyl acrylate (1.1 ml) and triethylamine (0.6 ml). The reaction was heated to 115° C. for 5 hours before filtration and evaporation of solvents under reduced pressure. The residue was purified by column chromatography on silica using increasingly polar mixtures of iso-hexane with ethyl... The reactants are [Cl-].[NH4+] (ammonium chloride), COC(C(C)(C)C1=CC=C(C=C1)C#CC1=CC=2C(CCC(C2C(=C1)C1CC1)N(C)C1CC1)(C)C)=O (2-{4-[4-cyclopropyl-5-(cyclopropyl-methyl-amino)-8,8-dimethyl-5,6,7,8-tetrahydro-naphthalen-2-ylethynyl]-phenyl}-2-methyl-propionic acid methyl ester), COC(C(C)(C)C1=CC=C(C=C1)C#CC1=CC=2C(CCC(C2C(=C1)C1CC1)N(C)C1CC1)(C)C)=O (2-{4-[4-cyclopropyl-5-(cyclopropyl-methyl-amino)-8,8-dimethyl-5,6,7,8-tetrahydro-naphthalen-2-ylethynyl]-phenyl}-2-methyl-propionic acid methyl ester), [OH-].[K+] (potassium hydroxide). Run in CO (methanol), O1CCCC1 (tetrahydrofuran). Conditions: time 8 hour. The product is C1(CC1)C1=CC(=CC=2C(CCC(C12)N(C)C1CC1)(C)C)C#CC1=CC=C(C=C1)C(C(=O)O)(C)C (2-{4-[4-Cyclopropyl-5-(cyclopropyl-methyl-amino)-8,8-dimethyl-5,6,7,8-tetrahydro-naphthalen-2-ylethynyl]-phenyl}-2-methyl-propionic acid). The yield is 99.0%. As a reaction SMILES: C[O:2][C:3](=[O:35])[C:4]([C:7]1[CH:12]=[CH:11][C:10]([C:13]#[C:14][C:15]2[CH:24]=[C:23]([CH:25]3[CH2:27][CH2:26]3)[C:22]3[CH:21]([N:28]([CH:30]4[CH2:32][CH2:31]4)[CH3:29])[CH2:20][CH2:19][C:18]([CH3:34])([CH3:33])[C:17]=3[CH:16]=2)=[CH:9][CH:8]=1)([CH3:6])[CH3:5].[OH-].[K+].[Cl-].[NH4+]>CO.O1CCCC1>[CH:25]1([C:23]2[C:22]3[CH:21]([N:28]([CH:30]4[CH2:31][CH2:32]4)[CH3:29])[CH2:20][CH2:19][C:18]([CH3:33])([CH3:34])[C:17]=3[CH:16]=[C:15]([C:14]#[C:13][C:10]3[CH:9]=[CH:8][C:7]([C:4]([CH3:6])([CH3:5])[C:3]([OH:35])=[O:2])=[CH:12][CH:11]=3)[CH:24]=2)[CH2:26][CH2:27]1 |f:1.2,3.4|. Procedure: A solution of 2-{4-[4-cyclopropyl-5-(cyclopropyl-methyl-amino)-8,8-dimethyl-5,6,7,8-tetrahydro-naphthalen-2-ylethynyl]-phenyl}-2-methyl-propionic acid methyl ester (Intermediate 166, 0.125 g, 0.266 mmol) in methanol (2.5 mL) and tetrahydrofuran (2.5 mL) was treated with 3M potassium hydroxide (1 mL, 3 mmol) and the resulting reaction mixture was stirred at ambient temperature overnight. The reaction mixture was neutralized with ammonium chloride and extracted with ethyl acetate. The organic phas... Starting materials: Cc1cc2ccccc2n1C, O, O=S(=O)=O, c1ccncc1, c1ccncc1. Yields the product Cc1c(S(=O)(=O)[O-])c2ccccc2n1C, c1cc[nH+]cc1. Reaction SMILES: [CH3:1][n:2]1[c:3]([CH3:11])[cH:4][c:5]2[cH:6][cH:7][cH:8][cH:9][c:10]12.[OH2:22].[S:18](=[O:19])(=[O:20])=[O:21].[cH:23]1[cH:24][cH:25][n:26][cH:27][cH:28]1.[n:12]1[cH:13][cH:14][cH:15][cH:16][cH:17]1>>[CH3:1][n:2]1[c:3]([CH3:11])[c:4]([S:18](=[O:19])(=[O:20])[O-:21])[c:5]2[cH:6][cH:7][cH:8][cH:9][c:10]12.[nH+:12]1[cH:13][cH:14][cH:15][cH:16][cH:17]1. The reactants are ClC1=C(C=CC=C1)S(=O)(=O)N=C=O (2-chlorophenylsulfonyl isocyanate), NC1=NC2=NC=CN=C2C(=N1)N(C)C (2-amino-4-dimethylaminopteridine). Run in C(C)#N (acetonitrile). The product is CN(C1=NC(=NC2=NC=CN=C12)NC(=O)NS(=O)(=O)C1=C(C=CC=C1)Cl)C (N-(4-dimethylaminopteridine-2-yl)-N'-(2-chlorophenylsulfonyl)-urea). The yield is 73.9%. As a reaction SMILES: [Cl:1][C:2]1[CH:7]=[CH:6][CH:5]=[CH:4][C:3]=1[S:8]([N:11]=[C:12]=[O:13])(=[O:10])=[O:9].[NH2:14][C:15]1[N:24]=[C:23]([N:25]([CH3:27])[CH3:26])[C:22]2[C:17](=[N:18][CH:19]=[CH:20][N:21]=2)[N:16]=1>C(#N)C>[CH3:26][N:25]([CH3:27])[C:23]1[C:22]2[C:17](=[N:18][CH:19]=[CH:20][N:21]=2)[N:16]=[C:15]([NH:14][C:12]([NH:11][S:8]([C:3]2[CH:4]=[CH:5][CH:6]=[CH:7][C:2]=2[Cl:1])(=[O:10])=[O:9])=[O:13])[N:24]=1. Procedure details: 1.5 g (0.0070 mol) of 2-chlorophenylsulfonyl isocyanate were added to a suspension of 1.3 g (0.0068 mol) of 2-amino-4-dimethylaminopteridine in 40 ml of acetonitrile and the mixture was stirred at reflux for 4 hours. The mixture was vacuum filtered and the filtrate was concentrated by evaporation. The residue was treated with acetone to obtain 2.05 g (74% of theory) of N-(4-dimethylaminopteridine-2-yl)-N'-(2-chlorophenylsulfonyl)-urea in the form of light yellow crystals melting at 232° C. Starting materials: O=C(n1ccnc1)n1ccnc1, CN(C)C=O, CNc1cc(OC)c(C(=O)O)cc1Cl, NCC1(O)CN2CCC1CC2, C1CCOC1. Yields the product CNc1cc(OC)c(C(=O)NCC2(O)CN3CCC2CC3)cc1Cl. Reaction SMILES: [C:15]([n:16]1[cH:17][cH:18][n:19][cH:20]1)([n:21]1[cH:22][cH:23][n:24][cH:25]1)=[O:26].[CH3:38][N:39]([CH3:40])[CH:41]=[O:42].[Cl:1][c:2]1[c:3]([NH:13][CH3:14])[cH:4][c:5]([O:11][CH3:12])[c:6]([C:7](=[O:8])[OH:9])[cH:10]1.[NH2:27][CH2:28][C:29]1([OH:37])[CH2:30][N:31]2[CH2:32][CH2:33][CH:34]1[CH2:35][CH2:36]2.[O:43]1[CH2:44][CH2:45][CH2:46][CH2:47]1>>[Cl:1][c:2]1[c:3]([NH:13][CH3:14])[cH:4][c:5]([O:11][CH3:12])[c:6]([C:7](=[O:9])[NH:27][CH2:28][C:29]2([OH:37])[CH2:30][N:31]3[CH2:32][CH2:33][CH:34]2[CH2:35][CH2:36]3)[cH:10]1. Starting materials: ClC1=NN(C=C1N(C(CNC)=O)CC#C)C=1C=NC=CC1 (N-(3-chloro-1-(pyridin-3-yl)-1H-pyrazol-4-yl)-2-(methylamino)-N-(prop-2-yn-1-yl)acetamide), CS(=O)(=O)Cl (methanesulfonyl chloride), C(=O)(O)[O-].[Na+] (NaHCO3), C(C)(C)N(CC)C(C)C (diisopropylethylamine). The solvent is C(Cl)Cl (DCM). Run at time 24 hour. Product: ClC1=NN(C=C1N(C(CN(S(=O)(=O)C)C)=O)CC#C)C=1C=NC=CC1 (N-(3-chloro-1-(pyridin-3-yl)-1H-pyrazol-4-yl)-2-(N-methylmethylsulfonamido)-N-(prop-2-yn-1-yl)acetamide). Yield: 72.3%. Reaction SMILES: [Cl:1][C:2]1[C:6]([N:7]([CH2:13][C:14]#[CH:15])[C:8](=[O:12])[CH2:9][NH:10][CH3:11])=[CH:5][N:4]([C:16]2[CH:17]=[N:18][CH:19]=[CH:20][CH:21]=2)[N:3]=1.[CH3:22][S:23](Cl)(=[O:25])=[O:24].C(N(C(C)C)CC)(C)C.C([O-])(O)=O.[Na+]>C(Cl)Cl>[Cl:1][C:2]1[C:6]([N:7]([CH2:13][C:14]#[CH:15])[C:8](=[O:12])[CH2:9][N:10]([CH3:11])[S:23]([CH3:22])(=[O:25])=[O:24])=[CH:5][N:4]([C:16]2[CH:17]=[N:18][CH:19]=[CH:20][CH:21]=2)[N:3]=1 |f:3.4|. Reported procedure: To a solution of N-(3-chloro-1-(pyridin-3-yl)-1H-pyrazol-4-yl)-2-(methylamino)-N-(prop-2-yn-1-yl)acetamide (0.100 g, 0.329 mmol) in DCM (0.65 ml) was added methanesulfonyl chloride (0.057 g, 0.494 mmol) followed by diisopropylethylamine (0.11 ml, 0.658 mmol) and the reaction was stirred at room temperature for 24 h. The reaction mixture was poured into a solution of saturated NaHCO3 and subsequently extracted with DCM. The organic layers were combined and concentrated, and the residue was purifi... Starting materials: C=CCCCCCCCCCCC=C (1,13-tetradecadiene), C(C)O[SiH](OCC)OCC (triethoxysilane), bis((vinyl dimethyl)disiloxane). Solvent: C=1(C(=CC=CC1)C)C (xylene). Run at time 3 day. The product is C(C)O[Si](CCCCCCCCCCCCCC[Si](OCC)(OCC)OCC)(OCC)OCC (1,14-bis(triethoxysilyl)tetradecane). Reaction SMILES: [CH2:1]=[CH:2][CH2:3][CH2:4][CH2:5][CH2:6][CH2:7][CH2:8][CH2:9][CH2:10][CH2:11][CH2:12][CH:13]=[CH2:14].[CH2:15]([O:17][SiH:18]([O:22][CH2:23][CH3:24])[O:19][CH2:20][CH3:21])[CH3:16]>C1(C)C(C)=CC=CC=1>[CH2:15]([O:17][Si:18]([O:22][CH2:23][CH3:24])([O:19][CH2:20][CH3:21])[CH2:14][CH2:13][CH2:12][CH2:11][CH2:10][CH2:9][CH2:8][CH2:7][CH2:6][CH2:5][CH2:4][CH2:3][CH2:2][CH2:1][Si:18]([O:22][CH2:23][CH3:24])([O:19][CH2:20][CH3:21])[O:17][CH2:15][CH3:16])[CH3:16]. Procedure: A mixture of 25 g of 1,13-tetradecadiene (Aldrich), 44.4 g of triethoxysilane (Shin-Etsu Silicone) and 0.1 mL of 3% xylene solution of a platinum complex of bis((vinyl dimethyl)disiloxane) was stirred at room temperature in a nitrogen atmosphere for 3 days. The resultant reaction mixture was purified by distillation, to obtain 1,14-bis(triethoxysilyl)tetradecane. Its structure was confirmed by NMR.